From a dataset of the Open Reaction Database (ORD), a public repository of structured organic reaction records. describe an organic reaction: reactants, conditions, products, and yield Starting materials: N (ammonia), C(C1=CC=CC=C1)OC(=O)N[C@@H](CC(C)C)C(=O)N[C@H]([C@H]([C@H]([C@@H](C(=O)N[C@@H](CC(=O)O)C1=CC=CC=C1)O)O)O)CO ((S)-3-[(2S,3R,4R,5S)-5-(N-benzyloxycarbonyl-L-leucyl)amino-2,3,4,6-tetrahydroxyhexanoyl]amino-3-phenylpropionic acid), ON1C(CCC1=O)=O (N-hydroxysuccinimide), C1(CCCCC1)N=C=NC1CCCCC1 (N,N′-dicyclohexylcarbodimide). Solvent: C(C)#N (acetonitrile), CN(C=O)C (dimethylformamide). Reaction conditions: time 1 hour. Product: C(C1=CC=CC=C1)OC(=O)N[C@@H](CC(C)C)C(=O)N[C@H]([C@H]([C@H]([C@@H](C(=O)N[C@@H](CC(=O)N)C1=CC=CC=C1)O)O)O)CO ((S)-3-[(2S,3R,4R,5S)-5-(N-benzyloxycarbonyl-L-leucyl)amino-2,3,4,6-tetrahydroxyhexanoyl]amino-3-phenylpropionamide). Yield: 32.9%. As a reaction SMILES: [CH2:1]([O:8][C:9]([NH:11][C@H:12]([C:17]([NH:19][C@@H:20]([CH2:41][OH:42])[C@@H:21]([OH:40])[C@@H:22]([OH:39])[C@H:23]([OH:38])[C:24]([NH:26][C@H:27]([C:32]1[CH:37]=[CH:36][CH:35]=[CH:34][CH:33]=1)[CH2:28][C:29](O)=[O:30])=[O:25])=[O:18])[CH2:13][CH:14]([CH3:16])[CH3:15])=[O:10])[C:2]1[CH:7]=[CH:6][CH:5]=[CH:4][CH:3]=1.O[N:44]1C(=O)CCC1=O.C1(N=C=NC2CCCCC2)CCCCC1.N>C(#N)C.CN(C)C=O>[CH2:1]([O:8][C:9]([NH:11][C@H:12]([C:17]([NH:19][C@@H:20]([CH2:41][OH:42])[C@@H:21]([OH:40])[C@@H:22]([OH:39])[C@H:23]([OH:38])[C:24]([NH:26][C@H:27]([C:32]1[CH:37]=[CH:36][CH:35]=[CH:34][CH:33]=1)[CH2:28][C:29]([NH2:44])=[O:30])=[O:25])=[O:18])[CH2:13][CH:14]([CH3:15])[CH3:16])=[O:10])[C:2]1[CH:7]=[CH:6][CH:5]=[CH:4][CH:3]=1. Procedure: A solution of (S)-3-[(2S,3R,4R,5S)-5-(N-benzyloxycarbonyl-L-leucyl)amino-2,3,4,6-tetrahydroxyhexanoyl]amino-3-phenylpropionic acid (295 mg), N-hydroxysuccinimide (58 mg) and N,N′-dicyclohexylcarbodimide (103 mg) in acetonitrile (10 ml) was stirred at room temperature for 3 hours and the formed insoluble solid was filtrated off. Removal of the organic solvent gave a residue, which was dissolved in dimethylformamide (5 ml), followed by addition of 25% aqueous ammonia solution (1 ml). The mixture w... The reactants are C[O-], CCO, O=[N+]([O-])c1ccccc1Cl, [Na+], Sc1ncc[nH]1. The product is O=[N+]([O-])c1ccccc1Sc1ncc[nH]1. RXN SMILES: [CH3:17][O-:18].[CH3:20][CH2:21][OH:22].[Cl:7][c:8]1[c:9]([N+:14](=[O:15])[O-:16])[cH:10][cH:11][cH:12][cH:13]1.[Na+:19].[SH:1][c:2]1[nH:3][cH:4][cH:5][n:6]1>>[S:1]([c:2]1[nH:3][cH:4][cH:5][n:6]1)[c:8]1[c:9]([N+:14](=[O:15])[O-:16])[cH:10][cH:11][cH:12][cH:13]1. Starting materials: CC1CCC(O)CC1, CCOC(=O)C(=NO)C(C)=O. Yields the product CCOC(=O)C(=NOC1CCC(C)CC1)C(C)=O. As a reaction SMILES: [CH3:12][CH:13]1[CH2:14][CH2:15][CH:16]([OH:19])[CH2:17][CH2:18]1.[OH:1][N:2]=[C:3]([C:4](=[O:5])[O:6][CH2:7][CH3:8])[C:9]([CH3:10])=[O:11]>>[O:1]([N:2]=[C:3]([C:4](=[O:5])[O:6][CH2:7][CH3:8])[C:9]([CH3:10])=[O:11])[CH:16]1[CH2:15][CH2:14][CH:13]([CH3:12])[CH2:18][CH2:17]1. Starting materials: C(C)(C)(C)OC(=O)N1C(CC(CC1)C=O)C(=O)OCC (1-(tert-butoxycarbonyl)-2-ethoxycarbonylpiperidine-4-carboxaldehyde), C(=O)C=P(C1=CC=CC=C1)(C1=CC=CC=C1)C1=CC=CC=C1 (formylmethylene-triphenylphosphoran). Solvent: C1(=CC=CC=C1)C (toluene). Yields the product C(C)(C)(C)OC(=O)N1C(CC(CC1)C=CC=O)C(=O)OCC (1-(tert-butoxycarbonyl)-2-ethoxycarbonylpiperidine-4-acrylaldehyde). RXN SMILES: [C:1]([O:5][C:6]([N:8]1[CH2:13][CH2:12][CH:11]([CH:14]=O)[CH2:10][CH:9]1[C:16]([O:18][CH2:19][CH3:20])=[O:17])=[O:7])([CH3:4])([CH3:3])[CH3:2].[CH:21]([CH:23]=P(C1C=CC=CC=1)(C1C=CC=CC=1)C1C=CC=CC=1)=[O:22]>C1(C)C=CC=CC=1>[C:1]([O:5][C:6]([N:8]1[CH2:13][CH2:12][CH:11]([CH:14]=[CH:23][CH:21]=[O:22])[CH2:10][CH:9]1[C:16]([O:18][CH2:19][CH3:20])=[O:17])=[O:7])([CH3:4])([CH3:3])[CH3:2]. Reported procedure: A solution of 1 g of 1-(tert-butoxycarbonyl)-2-ethoxycarbonylpiperidine-4-carboxaldehyde and 2 g of formylmethylene-triphenylphosphoran in 16 ml of toluene is heated to 100° (bath) for 2 hours. The solution is cooled and purified by flash chromatography using ethyl acetate/hexane (25:75) to yield 1-(tert-butoxycarbonyl)-2-ethoxycarbonylpiperidine-4-acrylaldehyde. The reactants are C(#N)N1CCC2(CC1)CN(C1=CC=CC=C12)C1=CC=CC=C1 (1'-cyano-1-phenylspiro[indoline-3,4'-piperidine]), Cl (hydrochloric acid). The product is C1(=CC=CC=C1)N1CC2(CCNCC2)C2=CC=CC=C12 (1-phenylspiro[indoline-3,4'-piperidine]). Reaction SMILES: C([N:3]1[CH2:8][CH2:7][C:6]2([C:16]3[C:11](=[CH:12][CH:13]=[CH:14][CH:15]=3)[N:10]([C:17]3[CH:22]=[CH:21][CH:20]=[CH:19][CH:18]=3)[CH2:9]2)[CH2:5][CH2:4]1)#N.Cl>>[C:17]1([N:10]2[C:11]3[C:16](=[CH:15][CH:14]=[CH:13][CH:12]=3)[C:6]3([CH2:5][CH2:4][NH:3][CH2:8][CH2:7]3)[CH2:9]2)[CH:18]=[CH:19][CH:20]=[CH:21][CH:22]=1. Procedure: A mixture of 1'-cyano-1-phenylspiro[indoline-3,4'-piperidine] (Example 8), is treated with 3 N hydrochloric acid under reflux to provide 1-phenylspiro[indoline-3,4'-piperidine]. Reactants: C(C)(=O)O (acetic acid), C1(=CC=CC=C1)S(=O)(=O)CC1=CC=C(C=2NCOC(C21)=O)C2=COC=C2 (5-(benzenesulphonylmethyl)-8-(furan-3-yl)-1,2-dihydro-benzo[d][1,3]oxazin-4-one), C1(=CC=CC=C1)S(=O)(=O)CC1=CC=C(C=2NCOC(C21)=O)C2=COC=C2 (5-(benzenesulphonylmethyl)-8-(furan-3-yl)-1,2-dihydro-benzo[d][1,3]oxazin-4-one), [C-]#N.[Na+] (sodium cyanide). Run in CS(=O)C (DMSO), O (water). Reaction conditions: temperature 60 celsius. Product: C1(=CC=CC=C1)S(=O)(=O)CC1=CC=C(C(=C1C(=O)O)NCC#N)C1=COC=C1 (6-(benzenesulphonylmethyl)-2-(cyanomethylamino)-3-(furan-3-yl)benzoic acid). The yield is 85.9%. RXN SMILES: [C:1]1([S:7]([CH2:10][C:11]2[C:20]3[C:19](=[O:21])[O:18][CH2:17][NH:16][C:15]=3[C:14]([C:22]3[CH:26]=[CH:25][O:24][CH:23]=3)=[CH:13][CH:12]=2)(=[O:9])=[O:8])[CH:6]=[CH:5][CH:4]=[CH:3][CH:2]=1.[C-:27]#[N:28].[Na+].C(O)(=O)C>CS(C)=O.O>[C:1]1([S:7]([CH2:10][C:11]2[C:20]([C:19]([OH:18])=[O:21])=[C:15]([NH:16][CH2:17][C:27]#[N:28])[C:14]([C:22]3[CH:26]=[CH:25][O:24][CH:23]=3)=[CH:13][CH:12]=2)(=[O:9])=[O:8])[CH:2]=[CH:3][CH:4]=[CH:5][CH:6]=1 |f:1.2|. Reported procedure: A solution of 5-(benzenesulphonylmethyl)-8-(furan-3-yl)-1,2-dihydro-benzo[d][1,3]oxazin-4-one (Intermediate 210, 0.115 g) and sodium cyanide (0.03 g) in DMSO (4 ml) was stirred and heated at 60° C. for 2 hours. After cooling, the mixture was diluted with water, acidified with acetic acid and extracted with ethyl acetate. The organic layer was dried (Na2SO4) and filtered. The filtrate was evaporated to dryness and the residue was purified by chromatography on silica, eluting with a mixture of DCM...